From a dataset of the Open Reaction Database (ORD), a public repository of structured organic reaction records. describe an organic reaction: reactants, conditions, products, and yield Reactants: ClC1=CC2=C(C(C3=NC=CC=C3CS2)=O)C=C1 (8-chloro-5,11-dihydro[1]benzothiepino[4,3-b]pyridin-11-one), C(C)(=O)O (acetic acid), NaBO3. Run at time 7 hour. Yields the product ClC1=CC2=C(C(C3=NC=CC=C3CS2=O)=O)C=C1 (8-Chloro-5,11-dihydro[1]benzothiepino[4,3-b]pyridin-11-one-6-oxide). RXN SMILES: [Cl:1][C:2]1[CH:17]=[CH:16][C:5]2[C:6](=[O:15])[C:7]3[C:12]([CH2:13][S:14][C:4]=2[CH:3]=1)=[CH:11][CH:10]=[CH:9][N:8]=3.C(O)(=[O:20])C>>[Cl:1][C:2]1[CH:17]=[CH:16][C:5]2[C:6](=[O:15])[C:7]3[C:12]([CH2:13][S:14](=[O:20])[C:4]=2[CH:3]=1)=[CH:11][CH:10]=[CH:9][N:8]=3. Reported procedure: A solution of 8-chloro-5,11-dihydro[1]benzothiepino[4,3-b]pyridin-11-one (250 mg) in acetic acid (5 ml) was stirred for 5 minutes. NaBO3 (105 mg) was added and the mixture was stirred for 7 hours. The reaction was quenched with 5% NaOH and extracted with CH2Cl2, and the extracts were washed with brine, dried (MgSO4), filtered and concentrated to afford a tan solid (270 mg). This was chromatographed on silica to afford the crude sulfoxide (250 mg) as a tan solid containing some starting material;... Starting materials: C1=CC=CC=C1 (benzene), FC1=CC=C(C(C)(C)N)C=C1 (4-fluoro-α,α-dimethylbenzylamine), CC1=C(C=CC=C1)CC(=O)Cl (o-methylphenylacetyl chloride). Solvent: C(C)N(CC)CC (triethylamine). The product is FC1=CC=C(C(C)(C)NC(CC2=C(C=CC=C2)C)=O)C=C1 (N-(4-fluoro-α,α-dimethylbenzyl)-o-methylphenylacetamide). Yield: 78.8%. RXN SMILES: C1C=CC=CC=1.[F:7][C:8]1[CH:17]=[CH:16][C:11]([C:12]([NH2:15])([CH3:14])[CH3:13])=[CH:10][CH:9]=1.[CH3:18][C:19]1[CH:24]=[CH:23][CH:22]=[CH:21][C:20]=1[CH2:25][C:26](Cl)=[O:27]>C(N(CC)CC)C>[F:7][C:8]1[CH:9]=[CH:10][C:11]([C:12]([NH:15][C:26](=[O:27])[CH2:25][C:20]2[CH:21]=[CH:22][CH:23]=[CH:24][C:19]=2[CH3:18])([CH3:14])[CH3:13])=[CH:16][CH:17]=1. Procedure details: Into a 300 ml four-necked flask, there were charged benzene (200 ml), 4-fluoro-α,α-dimethylbenzylamine (7.7 g) and triethylamine (6.0 g), and o-methylphenylacetyl chloride (9.5 g) was dropwise added thereto at room temperature while stirring, followed by refluxing for 3 hours. After cooling, the reaction mixture was washed with water to remove triethylamine hydrochloride. After the benzene layer was dried over anhydrous sodium sulfate, the solvent was distilled off under reduced pressure. The re... Starting materials: expected acid, ClC1=CC=C(C=C1)NN (4-chlorophenylhydrazine), O=C(CCCC(=O)OCC)C1=CC=CC=C1 (ethyl δ-oxobenzenepentanoate). Product: ClC=1C=C2C(=C(NC2=CC1)C1=CC=CC=C1)CCC(=O)O (5-Chloro-2-phenyl-1H-indole-3-propionic Acid). The yield is 11.0%. Reaction SMILES: [Cl:1][C:2]1[CH:7]=[CH:6][C:5]([NH:8]N)=[CH:4][CH:3]=1.O=[C:11]([C:20]1[CH:25]=[CH:24][CH:23]=[CH:22][CH:21]=1)[CH2:12][CH2:13][CH2:14][C:15]([O:17]CC)=[O:16]>>[Cl:1][C:2]1[CH:7]=[C:6]2[C:5](=[CH:4][CH:3]=1)[NH:8][C:11]([C:20]1[CH:25]=[CH:24][CH:23]=[CH:22][CH:21]=1)=[C:12]2[CH2:13][CH2:14][C:15]([OH:17])=[O:16]. Procedure: The expected acid is obtained in the form of a white solid with a yield of 11% by following a procedure analogous to Example 1 and starting from 4-chlorophenylhydrazine and ethyl δ-oxobenzenepentanoate. The reactants are IC1=C(C=CC=C1)Br (2-iodobromobenzene), C(C)(C)(C)OC(NC(CCC1=C(C=CC=C1)Cl)C(=O)N1CCC(CC1)C)=O (tert-butyl{3-(2-chlorophenyl)-1-[(4-methylpiperidin-1-yl)carbonyl]propyl}carbamate). Yields the product C(C)(C)(C)OC(NC(CCC1=C(C=CC=C1)Br)C(=O)N1CCC(CC1)C)=O (tert-Butyl{3-(2-bromophenyl)-1-[(4-methylpiperidin-1-yl)carbonyl]propyl}carbamate). Reaction SMILES: I[C:2]1[CH:7]=[CH:6][CH:5]=[CH:4][C:3]=1[Br:8].[C:9]([O:13][C:14](=[O:35])[NH:15][CH:16]([C:26]([N:28]1[CH2:33][CH2:32][CH:31]([CH3:34])[CH2:30][CH2:29]1)=[O:27])[CH2:17][CH2:18]C1C=CC=CC=1Cl)([CH3:12])([CH3:11])[CH3:10]>>[C:9]([O:13][C:14](=[O:35])[NH:15][CH:16]([C:26]([N:28]1[CH2:33][CH2:32][CH:31]([CH3:34])[CH2:30][CH2:29]1)=[O:27])[CH2:17][CH2:18][C:2]1[CH:7]=[CH:6][CH:5]=[CH:4][C:3]=1[Br:8])([CH3:10])([CH3:11])[CH3:12]. Procedure details: tert-Butyl{3-(2-bromophenyl)-1-[(4-methylpiperidin-1-yl)carbonyl]propyl}carbamate is prepared from 2-iodobromobenzene in the same manner that tert-butyl{3-(2-chlorophenyl)-1-[(4-methylpiperidin-1-yl)carbonyl]propyl}carbamate is synthesized. Reactants: [H-].[Na+] (sodium hydride), COC(C1=CC=C(C=C1)CC(C)=O)OC (4-dimethoxymethylphenylacetone), C(CC(O)(C(=O)O)CC(=O)O)(=O)O (citric acid), ClC=1C=C(CCl)C=CC1Cl (3,4-dichlorobenzyl chloride). Solvent: CN(C=O)C (dimethylformamide), C1=CC=CC=C1 (benzene), C1=CC=CC=C1 (benzene), CN(C=O)C (dimethylformamide), C(C)OCC (ethyl ether), C1=CC=CC=C1 (benzene), CN(C=O)C (dimethylformamide). Product: ClC=1C=C(C=CC1Cl)CC(C(C)=O)C1=CC=C(C=C1)C(OC)OC (4-(3,4-dichlorophenyl)-3-(4-dimethoxymethylphenyl)-2-butanone). Yield: 46.0%. RXN SMILES: [H-].[Na+].[CH3:3][O:4][CH:5]([O:16][CH3:17])[C:6]1[CH:11]=[CH:10][C:9]([CH2:12][C:13](=[O:15])[CH3:14])=[CH:8][CH:7]=1.[Cl:18][C:19]1[CH:20]=[C:21]([CH:24]=[CH:25][C:26]=1[Cl:27])[CH2:22]Cl.C(O)(=O)CC(CC(O)=O)(C(O)=O)O>CN(C)C=O.C1C=CC=CC=1.C(OCC)C>[Cl:18][C:19]1[CH:20]=[C:21]([CH2:22][CH:12]([C:9]2[CH:10]=[CH:11][C:6]([CH:5]([O:4][CH3:3])[O:16][CH3:17])=[CH:7][CH:8]=2)[C:13](=[O:15])[CH3:14])[CH:24]=[CH:25][C:26]=1[Cl:27] |f:0.1|. Reported procedure: 0.15 g of 60% oily sodium hydride was dissolved in a liquid mixture of 1.5 ml of dimethylformamide and 1.5 ml of benzene, and a dimethylformamide 2 ml/benzene 2 ml solution of 0.72 g of 4-dimethoxymethylphenylacetone was dropwise added thereto with stirring under cooling with ice. The mixture was stirred at the same temperature for 15 minutes. To this solution, a dimethylformamide 2 ml/benzene 2 ml solution of 0.65 ml of 3,4-dichlorobenzyl chloride was dropwise added with stirring under cooling ...